Dataset: the Open Reaction Database (ORD), a public repository of structured organic reaction records. Task: describe an organic reaction: reactants, conditions, products, and yield The reactants are CCCCCCCCBr, CCCCCC, CN(C)P(=O)(N(C)C)N(C)C, CC(C)NC(C)C, [Li]CCCC, C1CCOC1, O, CCOC(=O)CC(C)O. Product: CCCCCCCCC(C(=O)OCC)C(C)O. Reaction SMILES: [Br:22][CH2:23][CH2:24][CH2:25][CH2:26][CH2:27][CH2:28][CH2:29][CH3:30].[CH3:31][CH2:32][CH2:33][CH2:34][CH2:35][CH3:36].[CH3:42][N:43]([CH3:44])[P:45](=[O:46])([N:47]([CH3:48])[CH3:49])[N:50]([CH3:51])[CH3:52].[CH:1]([NH:2][CH:3]([CH3:4])[CH3:5])([CH3:6])[CH3:7].[Li:8][CH2:9][CH2:10][CH2:11][CH3:12].[O:37]1[CH2:38][CH2:39][CH2:40][CH2:41]1.[OH2:53].[OH:13][CH:14]([CH2:15][C:16](=[O:17])[O:18][CH2:19][CH3:20])[CH3:21]>>[OH:13][CH:14]([CH:15]([C:16](=[O:17])[O:18][CH2:19][CH3:20])[CH2:23][CH2:24][CH2:25][CH2:26][CH2:27][CH2:28][CH2:29][CH3:30])[CH3:21]. Procedure: Compound 124 (118 mg, 0.53 mmol) was dissolved in HOAc (2 mL) with H2O (1 mL), and the solution stirred at 0° C. Concentrated HCl (120 μL) in H2O (120 mL) was added, and the reaction stirred for 5 min. Sodium nitrite (54 mg, 0.78 mmol) in H2O (120 μL) was added dropwise, and the red solution stirred for 10 min. A solution of iodine (10 mg) and potassium iodide (129 mg, 0.78 mmol) in H2O (300 μL) was added dropwise, and the brown frothy solution stirred for 30 min at 0° C. and then 30 min while w... The solvent is O (H2O), O (H2O), O (H2O), CC(=O)O (HOAc), O (H2O), O (H2O). Reactants: II (iodine), [I-].[K+] (potassium iodide), N(=O)[O-].[Na+] (Sodium nitrite), NC1=C2C3=C(NC2=CC(=C1)C#N)N=CC(=C3)C (5-Amino-3-methyl-9H-pyrido[2,3-b]indole-7-carbonitrile), Cl (HCl). Product: IC1=C2C3=C(NC2=CC(=C1)C#N)N=CC(=C3)C (5-Iodo-3-methyl-9H-pyrido[2,3-b]indole-7-carbonitrile). Conditions: temperature 0 celsius. Isolated yield 822.8%. RXN SMILES: N[C:2]1[CH:10]=[C:9]([C:11]#[N:12])[CH:8]=[C:7]2[C:3]=1[C:4]1[CH:16]=[C:15]([CH3:17])[CH:14]=[N:13][C:5]=1[NH:6]2.Cl.N([O-])=O.[Na+].[I:23]I.[I-].[K+]>CC(O)=O.O>[I:23][C:2]1[CH:10]=[C:9]([C:11]#[N:12])[CH:8]=[C:7]2[C:3]=1[C:4]1[CH:16]=[C:15]([CH3:17])[CH:14]=[N:13][C:5]=1[NH:6]2 |f:2.3,5.6|. Reactants: S(C)(=O)(=O)[O-] (mesylate), SC1=CC=NC=C1 (4-mercaptopyridine). Solvent: C(C)#N (acetonitrile). Product: N1=C(C=CC=C1)SC1=NC=CC=C1 (pyridyl sulfide). Isolated yield 22.8%. As a reaction SMILES: [S:1]([O-])(=O)(=O)[CH3:2].S[C:7]1[CH:12]=[CH:11][N:10]=[CH:9][CH:8]=1>C(#N)C>[N:10]1[CH:11]=[CH:12][CH:7]=[CH:8][C:9]=1[S:1][C:2]1[CH:12]=[CH:7][CH:8]=[CH:9][N:10]=1. Procedure details: This product (4) is treated with 4-mercaptopyridine (129 mg; 1.4 equivalents) in acetonitrile (2 ml) at 0° C. for 1 hour to give pyridylthioylide (7) as in Example F-3. This is heated in toluene (35 ml) at 110° C. for 1 hour as in Example E-8 to give 6α-(1-hydroxyethyl)-1-ethyl-2-(4-pyridylthio)methyl-1-carbapen-2-em-3-carboxylic acid p-methoxybenzyl ester (b) {86 mg; IR (CHCl3)ν: 3680, 3604, 1772, 1712, 1612, 1586 cm-1, Yield: 22.8%} and two other products. Starting materials: ClC=1C(=CC(=NC1)NCC1=CC(=C(C=C1)OC)OC)C(S(=O)(=O)C1=CC=C(C=C1)F)C1=C(C=CC(=C1)F)F ([5-Chloro-4-[(2,5-difluorophenyl)-(4-fluorophenylsulfonyl)methyl]pyridin-2-yl](3,4-dimethoxybenzyl)amine), C([O-])(O)=O.[Na+] (sodium bicarbonate). The solvent is FC(C(=O)O)(F)F (trifluoroacetic acid). Run at temperature 65 celsius, time 17 hour. Yields the product ClC=1C(=CC(=NC1)N)C(S(=O)(=O)C1=CC=C(C=C1)F)C1=C(C=CC(=C1)F)F ([5-Chloro-4-[(2,5-difluorophenyl)-(4-fluorophenylsulfonyl)methyl]pyridin-2-yl]amine). Yield: 98.6%. RXN SMILES: [Cl:1][C:2]1[C:3]([CH:20]([C:31]2[CH:36]=[C:35]([F:37])[CH:34]=[CH:33][C:32]=2[F:38])[S:21]([C:24]2[CH:29]=[CH:28][C:27]([F:30])=[CH:26][CH:25]=2)(=[O:23])=[O:22])=[CH:4][C:5]([NH:8]CC2C=CC(OC)=C(OC)C=2)=[N:6][CH:7]=1.C(=O)(O)[O-].[Na+]>FC(F)(F)C(O)=O>[Cl:1][C:2]1[C:3]([CH:20]([C:31]2[CH:36]=[C:35]([F:37])[CH:34]=[CH:33][C:32]=2[F:38])[S:21]([C:24]2[CH:29]=[CH:28][C:27]([F:30])=[CH:26][CH:25]=2)(=[O:23])=[O:22])=[CH:4][C:5]([NH2:8])=[N:6][CH:7]=1 |f:1.2|. Procedure details: [5-Chloro-4-[(2,5-difluorophenyl)-(4-fluorophenylsulfonyl)methyl]pyridin-2-yl](3,4-dimethoxybenzyl)amine (157 mg, 0.28 mmol) was dissolved in trifluoroacetic acid (5.0 ml). The resulting solution was stirred at 65° C. for 17 hours. After cooling, the reaction mixture was concentrated under reduced pressure. To the residue thus obtained was added a saturated aqueous solution of sodium bicarbonate. The resulting mixture was extracted with ethyl acetate. The extract was washed with brine, dried and... Reactants: [Li]CCCC, C=CC=O, C1CCOC1, O, O=S(=O)(c1ccccc1)n1ccc2ccccc21. Product: C=CC(O)c1cc2ccccc2n1S(=O)(=O)c1ccccc1. Reaction SMILES: [CH2:19]([Li:20])[CH2:21][CH2:22][CH3:23].[CH:24](=[O:25])[CH:26]=[CH2:27].[O:29]1[CH2:30][CH2:31][CH2:32][CH2:33]1.[OH2:28].[c:1]1([S:7](=[O:8])(=[O:9])[n:10]2[cH:11][cH:12][c:13]3[cH:14][cH:15][cH:16][cH:17][c:18]23)[cH:2][cH:3][cH:4][cH:5][cH:6]1>>[c:1]1([S:7](=[O:8])(=[O:9])[n:10]2[c:11]([CH:24]([OH:25])[CH:26]=[CH2:27])[cH:12][c:13]3[cH:14][cH:15][cH:16][cH:17][c:18]23)[cH:2][cH:3][cH:4][cH:5][cH:6]1. Starting materials: NC=1N=CC2=CC(=CC=C2C1)C=1C=C(C(=O)NC2(CCC2)C)C=CC1C (3-(3-aminoisoquinolin-7-yl)-4-methyl-N-(1-methylcyclobutyl)benzamide), ClCCl (dichloromethane), ClN1C(CCC1=O)=O (N-chlorosuccinimide). Run at time 7 hour. Yields the product NC=1N=CC2=CC(=CC=C2C1Cl)C=1C=C(C(=O)NC2(CCC2)C)C=CC1C (3-(3-amino-4-chloroisoquinolin-7-yl)-4-methyl-N-(1-methylcyclobutyl)benzamide). Isolated yield 31.4%. Reaction SMILES: [NH2:1][C:2]1[N:3]=[CH:4][C:5]2[C:10]([CH:11]=1)=[CH:9][CH:8]=[C:7]([C:12]1[CH:13]=[C:14]([CH:23]=[CH:24][C:25]=1[CH3:26])[C:15]([NH:17][C:18]1([CH3:22])[CH2:21][CH2:20][CH2:19]1)=[O:16])[CH:6]=2.[Cl:27]CCl.ClN1C(=O)CCC1=O>>[NH2:1][C:2]1[N:3]=[CH:4][C:5]2[C:10]([C:11]=1[Cl:27])=[CH:9][CH:8]=[C:7]([C:12]1[CH:13]=[C:14]([CH:23]=[CH:24][C:25]=1[CH3:26])[C:15]([NH:17][C:18]1([CH3:22])[CH2:19][CH2:20][CH2:21]1)=[O:16])[CH:6]=2. Procedure details: A solution of 3-(3-aminoisoquinolin-7-yl)-4-methyl-N-(1-methylcyclobutyl)benzamide (50.0 mg; 0.145 mmol) in dichloromethane (3 mL; 46.80 mmol) was treated with N-chlorosuccinimide (27.9 mg; 0.209 mmol). The reaction mixture was stirred at room temperature for 7 hours. The crude reaction mixture was filtered through a plug of silica gel, which was rinsed with ethyl acetate. The filtrate was evaporated in vacuo and the resulting residue was purified via preparatory reverse-phase HPLC and lyophiliz... The reactants are NC1=NC=2C=C(C=CC2C2=C1N=C(N2CC(C)(C)O)COCC)O (4-Amino-2-ethoxymethyl-1-(2-hydroxy-2-methylpropyl)-1H-imidazo[4,5-c]quinolin-7-ol), [Cl-].[Na+] (sodium chloride), C([O-])([O-])=O.[Cs+].[Cs+] (cesium carbonate), BrCCC1=CNC2=CC=CC=C12 (3-(2-bromoethyl)indole). Run in O (water), CN(C)C=O (DMF). Conditions: time 8 hour. Yields the product NC1=NC=2C=C(C=CC2C2=C1N=C(N2CC(C)(O)C)COCC)OCCC2=CNC1=CC=CC=C21 (1-(4-amino-2-ethoxymethyl-7-[2-(1H-indol-3-yl)ethoxy]-1H-imidazo[4,5-c]quinolin-1-yl)-2-methylpropan-2-ol). Isolated yield 42.7%. Reaction SMILES: [NH2:1][C:2]1[C:11]2[N:12]=[C:13]([CH2:20][O:21][CH2:22][CH3:23])[N:14]([CH2:15][C:16]([OH:19])([CH3:18])[CH3:17])[C:10]=2[C:9]2[CH:8]=[CH:7][C:6]([OH:24])=[CH:5][C:4]=2[N:3]=1.C(=O)([O-])[O-].[Cs+].[Cs+].Br[CH2:32][CH2:33][C:34]1[C:42]2[C:37](=[CH:38][CH:39]=[CH:40][CH:41]=2)[NH:36][CH:35]=1.[Cl-].[Na+]>O.CN(C=O)C>[NH2:1][C:2]1[C:11]2[N:12]=[C:13]([CH2:20][O:21][CH2:22][CH3:23])[N:14]([CH2:15][C:16]([CH3:18])([OH:19])[CH3:17])[C:10]=2[C:9]2[CH:8]=[CH:7][C:6]([O:24][CH2:32][CH2:33][C:34]3[C:42]4[C:37](=[CH:38][CH:39]=[CH:40][CH:41]=4)[NH:36][CH:35]=3)=[CH:5][C:4]=2[N:3]=1 |f:1.2.3,5.6|. Procedure: 4-Amino-2-ethoxymethyl-1-(2-hydroxy-2-methylpropyl)-1H-imidazo[4,5-c]quinolin-7-ol (500 mg, 1.51 mmol), cesium carbonate (980 mg, 3.02 mmol), 3-(2-bromoethyl)indole (375 mg, 1.66 mmol), and DMF (10 mL) were combined and stirred at ambient temperature overnight followed by heating at 80° C. for 4 hours. The reaction mixture was cooled to ambient temperature and poured into 200 mL of water containing 20 g of sodium chloride. The resulting precipitate was filtered, dissolved in dichloromethane, and... Starting materials: Example 3 ( c ), BrCC1=CC2=CC=CC=C2C=C1OC (2-bromomethyl-3-methoxy-naphthalene), FC1=CC=C(C=C1)C1C(CN(CC1)C(=O)OC(C)(C)C)O (tert-butyl (3RS,4RS)-4-(4-fluorophenyl)-3-hydroxy-piperidine-1-carboxylate), Example 3 ( b ). The product is FC1=CC=C(C=C1)C1C(CN(CC1)C(=O)OC(C)(C)C)OCC1=CC2=CC=CC=C2C=C1OC (tert-butyl (3RS,4RS)-4-(4-fluorophenyl)-3-[3-methoxy-naphthalen-2-yl-methoxy]-piperidine-1-carboxylate). As a reaction SMILES: [F:1][C:2]1[CH:7]=[CH:6][C:5]([CH:8]2[CH2:13][CH2:12][N:11]([C:14]([O:16][C:17]([CH3:20])([CH3:19])[CH3:18])=[O:15])[CH2:10][CH:9]2[OH:21])=[CH:4][CH:3]=1.Br[CH2:23][C:24]1[C:33]([O:34][CH3:35])=[CH:32][C:31]2[C:26](=[CH:27][CH:28]=[CH:29][CH:30]=2)[CH:25]=1>>[F:1][C:2]1[CH:3]=[CH:4][C:5]([CH:8]2[CH2:13][CH2:12][N:11]([C:14]([O:16][C:17]([CH3:18])([CH3:20])[CH3:19])=[O:15])[CH2:10][CH:9]2[O:21][CH2:23][C:24]2[C:33]([O:34][CH3:35])=[CH:32][C:31]3[C:26](=[CH:27][CH:28]=[CH:29][CH:30]=3)[CH:25]=2)=[CH:6][CH:7]=1. Procedure: In an analogous manner to that described in Example 3 (c), by alkylating tert-butyl (3RS,4RS)-4-(4-fluorophenyl)-3-hydroxy-piperidine-1-carboxylate [Example 3 (b)] with 2-bromomethyl-3-methoxy-naphthalene there was obtained tert-butyl (3RS,4RS)-4-(4-fluorophenyl)-3-[3-methoxy-naphthalen-2-yl-methoxy]-piperidine-1-carboxylate as a colourless resin; MS: 465 (M)+. The reactants are CCOCC, CCCCN=Cc1c(F)cc(C(F)(F)F)cc1C(F)(F)F, BrC1CC1, Cl[Mn]Cl, [Mg]. Yields the product CCCCN=Cc1c(C2CC2)cc(C(F)(F)F)cc1C(F)(F)F. As a reaction SMILES: [CH2:27]([O:28][CH2:29][CH3:30])[CH3:31].[CH2:6]([CH2:7][CH2:8][CH3:9])[N:10]=[CH:11][c:12]1[c:13]([F:26])[cH:14][c:15]([C:22]([F:23])([F:24])[F:25])[cH:16][c:17]1[C:18]([F:19])([F:20])[F:21].[CH:1]1([Br:4])[CH2:2][CH2:3]1.[Cl:32][Mn:33][Cl:34].[Mg:5]>>[CH:1]1([c:13]2[c:12]([CH:11]=[N:10][CH2:6][CH2:7][CH2:8][CH3:9])[c:17]([C:18]([F:19])([F:20])[F:21])[cH:16][c:15]([C:22]([F:23])([F:24])[F:25])[cH:14]2)[CH2:2][CH2:3]1.